Dataset: the Open Reaction Database (ORD), a public repository of structured organic reaction records. Task: describe an organic reaction: reactants, conditions, products, and yield The reactants are O=C([O-])[O-], Cc1cc(N(Cc2ccc(C(F)(F)F)cc2)C(=O)OC(C)(C)C)ccc1[N+](=O)[O-], [K+], [K+], [Na+], [Na+], C1CCOC1, O, O=S([O-])S(=O)[O-]. Product: Cc1cc(N(Cc2ccc(C(F)(F)F)cc2)C(=O)OC(C)(C)C)ccc1N. RXN SMILES: [C:38](=[O:39])([O-:40])[O-:41].[C:9]([CH3:10])([CH3:11])([CH3:12])[O:13][C:14]([N:15]([CH2:16][c:17]1[cH:18][cH:19][c:20]([C:23]([F:24])([F:25])[F:26])[cH:21][cH:22]1)[c:27]1[cH:28][c:29]([CH3:36])[c:30]([N+:33]([O-:34])=[O:35])[cH:31][cH:32]1)=[O:37].[K+:42].[K+:43].[Na+:7].[Na+:8].[O:45]1[CH2:46][CH2:47][CH2:48][CH2:49]1.[OH2:44].[S:1]([S:2]([O-:3])=[O:4])([O-:5])=[O:6]>>[C:9]([CH3:10])([CH3:11])([CH3:12])[O:13][C:14]([N:15]([CH2:16][c:17]1[cH:18][cH:19][c:20]([C:23]([F:24])([F:25])[F:26])[cH:21][cH:22]1)[c:27]1[cH:28][c:29]([CH3:36])[c:30]([NH2:33])[cH:31][cH:32]1)=[O:37]. The reactants are ClCCCl, CN1CCc2c(sc3ncn(CCO)c(=O)c23)C1, O=S(Cl)Cl. The product is CN1CCc2c(sc3ncn(CCCl)c(=O)c23)C1. Reaction SMILES: [Cl:23][CH2:24][CH2:25][Cl:26].[OH:1][CH2:2][CH2:3][n:4]1[cH:5][n:6][c:7]2[c:8]([c:9]1=[O:10])[c:11]1[c:12]([s:13]2)[CH2:14][N:15]([CH3:18])[CH2:16][CH2:17]1.[S:19]([Cl:20])([Cl:21])=[O:22]>>[CH2:2]([CH2:3][n:4]1[cH:5][n:6][c:7]2[c:8]([c:9]1=[O:10])[c:11]1[c:12]([s:13]2)[CH2:14][N:15]([CH3:18])[CH2:16][CH2:17]1)[Cl:21]. The reactants are CN(C=O)C (dimethylformamide), C(C)(C)(C)OC=1C=C(C=CC1)C=1C2=C(N=C(N1)N1CCOCC1)NCC2 (4-(3-t-butoxyphenyl)-2-morpholin-4-yl-6,7-dihydro-5H-pyrrolo[2,3-d]pyrimidine), [H-].[Na+] (sodium hydride), S(=O)(=O)(C1=CC=C(C)C=C1)Cl (tosyl chloride). Solvent: O (water). Conditions: time 30 minute. The product is C(C)(C)(C)OC=1C=C(C=CC1)C=1C2=C(N=C(N1)N1CCOCC1)N(CC2)S(=O)(=O)C2=CC=C(C=C2)C (4-(3-t-Butoxy-phenyl)-2-morpholin-4-yl-7-(toluene-4-sulfonyl)-6,7-dihydro-5H-pyrrolo[2,3-d]pyrimidine). Isolated yield 69.7%. RXN SMILES: CN(C)C=O.[C:6]([O:10][C:11]1[CH:12]=[C:13]([C:17]2[C:18]3[CH2:31][CH2:30][NH:29][C:19]=3[N:20]=[C:21]([N:23]3[CH2:28][CH2:27][O:26][CH2:25][CH2:24]3)[N:22]=2)[CH:14]=[CH:15][CH:16]=1)([CH3:9])([CH3:8])[CH3:7].[H-].[Na+].[S:34](Cl)([C:37]1[CH:43]=[CH:42][C:40]([CH3:41])=[CH:39][CH:38]=1)(=[O:36])=[O:35]>O>[C:6]([O:10][C:11]1[CH:12]=[C:13]([C:17]2[C:18]3[CH2:31][CH2:30][N:29]([S:34]([C:37]4[CH:43]=[CH:42][C:40]([CH3:41])=[CH:39][CH:38]=4)(=[O:36])=[O:35])[C:19]=3[N:20]=[C:21]([N:23]3[CH2:24][CH2:25][O:26][CH2:27][CH2:28]3)[N:22]=2)[CH:14]=[CH:15][CH:16]=1)([CH3:9])([CH3:7])[CH3:8] |f:2.3|. Procedure: To a dimethylformamide solution (1 ml) of 4-(3-t-butoxyphenyl)-2-morpholin-4-yl-6,7-dihydro-5H-pyrrolo[2,3-d]pyrimidine (11 mg), sodium hydride (60% mineral oil dispersion, 1.5 mg, 1.2 equivalents) was added with ice cooling, followed by stirring at room temperature for 30 minutes. With ice cooling, tosyl chloride (6.6 mg, 1.1 equivalents) was added, followed by stirring at room temperature for 10 hours. To the reaction mixture, water (5 ml) was added, followed by extraction with ethyl acetate (... Reactants: IC1=CN(C2=NC=CC=C21)[Si](C(C)C)(C(C)C)C(C)C (3-Iodo-1-triisopropylsilanyl-1H-pyrrolo[2,3-b]pyridine), C(C)(C)[Mg]Cl (isopropylmagnesium chloride), C(C)(C)(C)OC(N(C1=NC=C(C=C1)C=O)CC1=C(C(=CC=C1F)NS(=O)(=O)CCC)F)=O ([2,6-Difluoro-3-(propane-1-sulfonylamino)-benzyl]-(5-formyl-pyridin-2-yl)-carbamic acid tert-butyl ester), [Cl-].[NH4+] (ammonium chloride). Solvent: O1CCCC1 (tetrahydrofuran), O1CCCC1 (tetrahydrofuran). Reaction conditions: temperature 15 celsius. Product: C(C)(C)(C)OC(N(C1=NC=C(C=C1)C(C1=CN(C2=NC=CC=C21)[Si](C(C)C)(C(C)C)C(C)C)O)CC2=C(C(=CC=C2F)NS(=O)(=O)CCC)F)=O ([2,6-difluoro-3-(propane-1-sulfonylamino)-benzyl]-5-[hydroxy-(1-triisopropylsilanyl-1H-pyrrolo[2,3-b]pyridin-3-yl)-methyl]-pyridin-2-yl-carbamic acid tert-butyl ester). RXN SMILES: I[C:2]1[C:10]2[C:5](=[N:6][CH:7]=[CH:8][CH:9]=2)[N:4]([Si:11]([CH:18]([CH3:20])[CH3:19])([CH:15]([CH3:17])[CH3:16])[CH:12]([CH3:14])[CH3:13])[CH:3]=1.C([Mg]Cl)(C)C.[C:26]([O:30][C:31](=[O:57])[N:32]([CH2:41][C:42]1[C:47]([F:48])=[CH:46][CH:45]=[C:44]([NH:49][S:50]([CH2:53][CH2:54][CH3:55])(=[O:52])=[O:51])[C:43]=1[F:56])[C:33]1[CH:38]=[CH:37][C:36]([CH:39]=[O:40])=[CH:35][N:34]=1)([CH3:29])([CH3:28])[CH3:27].[Cl-].[NH4+]>O1CCCC1>[C:26]([O:30][C:31](=[O:57])[N:32]([CH2:41][C:42]1[C:47]([F:48])=[CH:46][CH:45]=[C:44]([NH:49][S:50]([CH2:53][CH2:54][CH3:55])(=[O:52])=[O:51])[C:43]=1[F:56])[C:33]1[CH:38]=[CH:37][C:36]([CH:39]([OH:40])[C:2]2[C:10]3[C:5](=[N:6][CH:7]=[CH:8][CH:9]=3)[N:4]([Si:11]([CH:18]([CH3:20])[CH3:19])([CH:15]([CH3:17])[CH3:16])[CH:12]([CH3:14])[CH3:13])[CH:3]=2)=[CH:35][N:34]=1)([CH3:28])([CH3:27])[CH3:29] |f:3.4|. Reported procedure: To a solution of 3-Iodo-1-triisopropylsilanyl-1H-pyrrolo[2,3-b]pyridine (96, 0.644 g, 1.61 mmol) in tetrahydrofuran (10.0 mL) at −40° C. under nitrogen, isopropylmagnesium chloride (2.0M in tetrahydrofuran, 0.80 mL) was added slowly. The reaction was allowed to warm to 15° C. over 100 minutes, then cooled to −40° C., followed by adding [2,6-difluoro-3-(propane-1-sulfonylamino)-benzyl]-(5-formyl-pyridin-2-yl)-carbamic acid tert-butyl ester (560, 0.100 g, 0.21 mmol, prepared as described in Exampl... The reactants are C(C)OC1C(CCCC1)=O (2-ethoxycyclohexanone), C1(CCCCC1)OC(CC)=O (cyclohexylpropionate), [H][H] (hydrogen). Reagents/catalysts: [Pd] (palladium on carbon). Product: C(C)OOC1=CC=CC=C1 (O-ethoxyphenol). As a reaction SMILES: C(O[CH:4]1[CH2:9][CH2:8][CH2:7][CH2:6][C:5]1=[O:10])C.[CH:11]1([O:17]C(=O)CC)CCCC[CH2:12]1.[H][H]>[Pd]>[CH2:11]([O:17][O:10][C:5]1[CH:4]=[CH:9][CH:8]=[CH:7][CH:6]=1)[CH3:12]. Reported procedure: A solution of 10 gm. 2-ethoxycyclohexanone in 100 ml. cyclohexylpropionate was refluxed over 400 mg. of palladium on carbon until approximately 75% hydrogen had evolved. The catalyst was removed by filtration. O-ethoxyphenol was obtained in high yield. Reactants: C(=O)(OC)C12CC(CC(CC1)C2)C(=O)OC (1,3-dicarbomethoxybicyclo[3.2.1]octane), O.[OH-].[Li+] (lithium hydroxide hydrate). Solvent: O1CCCC1 (tetrahydrofuran), C(C)(C)O (isopropanol), O (water). Yields the product C(=O)(O)C12CC(CC(CC1)C2)C(=O)O (1,3-Dicarboxybicyclo[3.2.1]octane). Yield: 86.4%. As a reaction SMILES: [C:1]([C:5]12[CH2:12][CH:9]([CH2:10][CH2:11]1)[CH2:8][CH:7]([C:13]([O:15]C)=[O:14])[CH2:6]2)([O:3]C)=[O:2].O.[OH-].[Li+]>O1CCCC1.C(O)(C)C.O>[C:1]([C:5]12[CH2:12][CH:9]([CH2:10][CH2:11]1)[CH2:8][CH:7]([C:13]([OH:15])=[O:14])[CH2:6]2)([OH:3])=[O:2] |f:1.2.3|. Reported procedure: A stirred solution of 1,3-dicarbomethoxybicyclo[3.2.1]octane (8.26 g, 36.5 mmol) in tetrahydrofuran (50 mL) and isopropanol (16 mL) was treated with a solution of lithium hydroxide hydrate (4.20 g, 100 mmol) in water (50 mL), and the mixture was heated to 60°-70° C. for 2 h with stirring. The organic solvents were removed in vacuo, and the alkaline aqueous solution was cooled on an ice bath and acidified with concentrated hydrochloric acid (10 mL). The solid was filtered, rinsed with cold water,...